From a dataset of the Open Reaction Database (ORD), a public repository of structured organic reaction records. describe an organic reaction: reactants, conditions, products, and yield Reactants: Cc1ccc2cc([N+](=O)[O-])ccc2n1, Cl. Product: Cc1ccc2cc(N)ccc2n1. As a reaction SMILES: [CH3:1][c:2]1[n:3][c:4]2[cH:5][cH:6][c:7]([N+:12]([O-:13])=[O:14])[cH:8][c:9]2[cH:10][cH:11]1.[ClH:15]>>[CH3:1][c:2]1[n:3][c:4]2[cH:5][cH:6][c:7]([NH2:12])[cH:8][c:9]2[cH:10][cH:11]1.